Dataset: the Open Reaction Database (ORD), a public repository of structured organic reaction records. Task: describe an organic reaction: reactants, conditions, products, and yield Starting materials: C(C)OC(=O)N1CCC(CC1)NC1=C(C=C(C=C1)F)[N+](=O)[O-] (1-ethoxycarbonyl-4-(4-fluoro-2-nitroanilino)piperidine). The reagents and catalysts are [Pt] (platinum/carbon). Solvent: C1CCOC1 (THF), C(C)O (ethanol). Run at time 4 hour. The product is C(C)OC(=O)N1CCC(CC1)NC1=C(C=C(C=C1)F)N (1-ethoxycarbonyl-4-(2-amino-4-fluoroanilino)-piperidine). Reaction SMILES: [CH2:1]([O:3][C:4]([N:6]1[CH2:11][CH2:10][CH:9]([NH:12][C:13]2[CH:18]=[CH:17][C:16]([F:19])=[CH:15][C:14]=2[N+:20]([O-])=O)[CH2:8][CH2:7]1)=[O:5])[CH3:2]>C1COCC1.C(O)C.[Pt]>[CH2:1]([O:3][C:4]([N:6]1[CH2:7][CH2:8][CH:9]([NH:12][C:13]2[CH:18]=[CH:17][C:16]([F:19])=[CH:15][C:14]=2[NH2:20])[CH2:10][CH2:11]1)=[O:5])[CH3:2]. Procedure: This 1-ethoxycarbonyl-4-(4-fluoro-2-nitroanilino)piperidine (5.7 g, 18.3 mmol.) was dissolved in THF (50 mL) and diluted with ethanol (100 mL). After addition of 5% platinum/carbon catalyst (1.2 g), the hydrogenation of the nitro functional group was carried out at atmospheric pressure via a balloon over a four hour period. The catalyst was removed and the solvents evaporated to give 1-ethoxycarbonyl-4-(2-amino-4-fluoroanilino)-piperidine as a viscous oil which was used as is.